The task is: describe an organic reaction: reactants, conditions, products, and yield. This data is from the Open Reaction Database (ORD), a public repository of structured organic reaction records. Starting materials: C, O=C(NC1CCN(c2ccncc2)CC1)OCc1ccccc1, CCO, [Pd]. The product is NC1CCN(c2ccncc2)CC1. As a reaction SMILES: [C:27].[CH2:1]([O:2][C:3](=[O:4])[NH:10][CH:11]1[CH2:12][CH2:13][N:14]([c:17]2[cH:18][cH:19][n:20][cH:21][cH:22]2)[CH2:15][CH2:16]1)[c:5]1[cH:6][cH:7][cH:8][cH:9][cH:23]1.[CH3:24][CH2:25][OH:26].[Pd:28]>>[NH2:10][CH:11]1[CH2:12][CH2:13][N:14]([c:17]2[cH:18][cH:19][n:20][cH:21][cH:22]2)[CH2:15][CH2:16]1. The reactants are C(C1=CC=CC=C1)(C1=CC=CC=C1)(C1=CC=CC=C1)N1C=NC(=C1)I (N-trityl-4-iodo-imidazole), CC[Mg+].[Br-] (EtMgBr), C(C)C=1SC(=CC1C=O)CC (2,5-diethylthiophene-3-carboxaldehyde), D6. Run in C(Cl)Cl (CH2Cl2), ClCl (Cl2). Conditions: time 3 hour. Product: C(C)C=1SC(=CC1C(O)C=1N=CN(C1)C(C1=CC=CC=C1)(C1=CC=CC=C1)C1=CC=CC=C1)CC ((2,5-diethylthien-3-yl)-1-trityl-imidazol-4-yl-methanol), E6. Reaction SMILES: [C:1]([N:20]1[CH:24]=[C:23](I)[N:22]=[CH:21]1)([C:14]1[CH:19]=[CH:18][CH:17]=[CH:16][CH:15]=1)([C:8]1[CH:13]=[CH:12][CH:11]=[CH:10][CH:9]=1)[C:2]1[CH:7]=[CH:6][CH:5]=[CH:4][CH:3]=1.CC[Mg+].[Br-].[CH2:30]([C:32]1[S:33][C:34]([CH2:39][CH3:40])=[CH:35][C:36]=1[CH:37]=[O:38])[CH3:31]>C(Cl)Cl.ClCl>[CH2:30]([C:32]1[S:33][C:34]([CH2:39][CH3:40])=[CH:35][C:36]=1[CH:37]([C:23]1[N:22]=[CH:21][N:20]([C:1]([C:14]2[CH:19]=[CH:18][CH:17]=[CH:16][CH:15]=2)([C:8]2[CH:13]=[CH:12][CH:11]=[CH:10][CH:9]=2)[C:2]2[CH:7]=[CH:6][CH:5]=[CH:4][CH:3]=2)[CH:24]=1)[OH:38])[CH3:31] |f:1.2|. Procedure: To a solution of N-trityl-4-iodo-imidazole (13.5 g, 31 mmol) in dry CH2Cl2 (75 mL) was added EtMgBr (10.0 mL, 3.0M in Et2O) and the solution was stirred for 3 hrs. Then a solution of 2,5-diethylthiophene-3-carboxaldehyde, D6, (5.0 g, 30 mmol) in CH2 Cl2 (20 mL) was added, and the reaction mixture was stirred at room temperature overnight. The reaction was quenched with NH4Cl (aq) and the mixture was transferred to a separatory funnel. The aqueous layer was extracted with a second portion of CH2C...